From a dataset of the Open Reaction Database (ORD), a public repository of structured organic reaction records. describe an organic reaction: reactants, conditions, products, and yield The reactants are [N-]=C=O (isocyanate), CC=1C(=CC(=CC1)N=C=O)N=C=O (tolylene diisocyanate), polyphenyl-polymethylene-polyisocyanate. Yields the product polyphenyl-polymethylene-polyisocyanate, N(C1=CC=CC=C1)C=O (aniline-formaldehyde). RXN SMILES: [N-]=C=O.C[C:5]1[C:6](N=C=O)=[CH:7][C:8]([N:11]=[C:12]=[O:13])=[CH:9][CH:10]=1>>[NH:11]([CH:12]=[O:13])[C:8]1[CH:9]=[CH:10][CH:5]=[CH:6][CH:7]=1. Reported procedure: 41.4 parts, by weight, of an isocyanate mixture consisting of 40%, by weight, of a tolylene diisocyanate mixture (2,4- and 2,6-isomers in proportions of 65:35) and 60%, by weight, of a crude polyphenyl-polymethylene-polyisocyanate (viscosity about 200 cP at 25° C.). The polyphenyl-polymethylene-polyisocyanate had been obtained by aniline-formaldehyde condensation followed by phosgenation. Reactants: BrC1=CC=C(C=C1)S (4-bromobenzenethiol), FC(C(I)(F)F)(F)F (1,1,1,2,2-pentafluoro-2-iodoethane), FF (Fluorine). Reagents/catalysts: [Cl-].C(C)[N+](CC1=CC=CC=C1)(CC)CC (triethylbenzyl ammonium chloride). Run in CCOCC.[OH-].[Na+] (Et2O NaOH). Yields the product BrC1=CC=C(C=C1)SC(C(F)(F)F)(F)F (1-Bromo-4-pentafluoroethylsulfanylbenzene). RXN SMILES: FF.[Br:3][C:4]1[CH:9]=[CH:8][C:7]([SH:10])=[CH:6][CH:5]=1.[F:11][C:12]([F:18])([F:17])[C:13]([F:16])([F:15])I>[Cl-].C([N+](CC)(CC)CC1C=CC=CC=1)C.CCOCC.[OH-].[Na+]>[Br:3][C:4]1[CH:9]=[CH:8][C:7]([S:10][C:13]([F:16])([F:15])[C:12]([F:18])([F:17])[F:11])=[CH:6][CH:5]=1 |f:3.4,5.6.7|. Procedure: The title compound was prepared using perfluoroalkylation conditions originally described by Popov et. al. J. Fluorine Chem. 1982, 21, 365. To a solution of 4-bromobenzenethiol (500 mg, 2.64 mmol, 1.00 eq) and triethylbenzyl ammonium chloride (60 mg, 0.26 mmol, 0.10 eq) in 10 mL of 1:1 Et2O/NaOH (25% aq) at 0° C. was bubbled 1,1,1,2,2-pentafluoro-2-iodoethane gas for 30 min (>5 eq). During this time a UV lamp was directed at the reaction vessel while the temperature was maintained below 10° C. b... Reactants: [Cl-].[Na+] (sodium chloride), Cl (hydrochloric acid), O.O.P(=O)(O)(O)[O-].[Na+] (sodium dihydrogen phosphate dihydrate), OO (hydrogen peroxide), ClC1=C(C=O)C=C(C(=C1)Cl)C1=NN(C(=C1F)OC(F)F)C (2,4-dichloro-5-(5-difluoromethoxy-4-fluoro-1-methyl-1H-pyrazol-3-yl)benzaldehyde). Solvent: O (water), O (water), C(C)#N (acetonitrile). Run at time 1 hour. Product: ClC1=C(C(=O)O)C=C(C(=C1)Cl)C1=NN(C(=C1F)OC(F)F)C (2,4-Dichloro-5-(5-difluoromethoxy-4-fluoro-1-methyl-1H-pyrazol-3-yl)benzoic acid). As a reaction SMILES: [OH2:1].O.P([O-])(O)(O)=O.[Na+].OO.[Cl:11][C:12]1[CH:19]=[C:18]([Cl:20])[C:17]([C:21]2[C:25]([F:26])=[C:24]([O:27][CH:28]([F:30])[F:29])[N:23]([CH3:31])[N:22]=2)=[CH:16][C:13]=1[CH:14]=[O:15].[Cl-].[Na+].Cl>O.C(#N)C>[Cl:11][C:12]1[CH:19]=[C:18]([Cl:20])[C:17]([C:21]2[C:25]([F:26])=[C:24]([O:27][CH:28]([F:29])[F:30])[N:23]([CH3:31])[N:22]=2)=[CH:16][C:13]=1[C:14]([OH:1])=[O:15] |f:0.1.2.3,6.7|. Reported procedure: First, a solution of 0.85 g (5.5 mmol) of sodium dihydrogen phosphate dihydrate in 10 ml of water and then 2.7 ml of a 30% strength aqueous hydrogen peroxide solution were added dropwise to a solution of 7.4 g (22 mmol) of 2,4-dichloro-5-(5-difluoromethoxy-4-fluoro-1-methyl-1H-pyrazol-3-yl)benzaldehyde in 200 ml of acetonitrile. A solution of 2.9 g (33 mmol) of sodium chloride in 25 ml of water was then added dropwise to the reaction mixture in the course of 20 minutes. After the solution had be... Starting materials: BrC1=C(C=CC(=C1)F)OCC1=NC=CC(=C1)C (2-{[(2-bromo-4-fluorophenyl)oxy]methyl}-4-methylpyridine), CC1(OB(OC1(C)C)C1=CC=C2CCN(CC2=C1)C(=O)OC(C)(C)C)C (1,1-dimethylethyl 7-(4,4,5,5-tetramethyl-1,3,2-dioxaborolan-2-yl)-3,4-dihydro-2(1H)-isoquinolinecarboxylate), C([O-])([O-])=O.[Cs+].[Cs+] (caesium carbonate), O (water). Reagents/catalysts: Cl[Pd]Cl (PdCl2), C1=CC=C(C=C1)P([C-]2C=CC=C2)C3=CC=CC=C3.C1=CC=C(C=C1)P([C-]2C=CC=C2)C3=CC=CC=C3.[Fe+2] (dppf). Run in C(C)(=O)OCC (ethyl acetate), O1CCOCC1.O (dioxane water). Reaction conditions: temperature 120 celsius. Product: FC=1C=CC(=C(C1)C1=CC=C2CCN(CC2=C1)C(=O)OC(C)(C)C)OCC1=NC=CC(=C1)C (1,1-dimethylethyl 7-(5-fluoro-2-{[(4-methyl-2-pyridinyl)methyl]oxy}phenyl)-3,4-dihydro-2(1H)-isoquinolinecarboxylate). As a reaction SMILES: Br[C:2]1[CH:7]=[C:6]([F:8])[CH:5]=[CH:4][C:3]=1[O:9][CH2:10][C:11]1[CH:16]=[C:15]([CH3:17])[CH:14]=[CH:13][N:12]=1.CC1(C)C(C)(C)OB([C:26]2[CH:35]=[C:34]3[C:29]([CH2:30][CH2:31][N:32]([C:36]([O:38][C:39]([CH3:42])([CH3:41])[CH3:40])=[O:37])[CH2:33]3)=[CH:28][CH:27]=2)O1.C(=O)([O-])[O-].[Cs+].[Cs+].O>O1CCOCC1.O.Cl[Pd]Cl.C1C=CC(P(C2C=CC=CC=2)[C-]2C=CC=C2)=CC=1.C1C=CC(P(C2C=CC=CC=2)[C-]2C=CC=C2)=CC=1.[Fe+2].C(OCC)(=O)C>[F:8][C:6]1[CH:5]=[CH:4][C:3]([O:9][CH2:10][C:11]2[CH:16]=[C:15]([CH3:17])[CH:14]=[CH:13][N:12]=2)=[C:2]([C:26]2[CH:35]=[C:34]3[C:29]([CH2:30][CH2:31][N:32]([C:36]([O:38][C:39]([CH3:42])([CH3:41])[CH3:40])=[O:37])[CH2:33]3)=[CH:28][CH:27]=2)[CH:7]=1 |f:2.3.4,6.7,9.10.11|. Procedure: To a degassed mixture 2-{[(2-bromo-4-fluorophenyl)oxy]methyl}-4-methylpyridine (0.09 g), 1,1-dimethylethyl 7-(4,4,5,5-tetramethyl-1,3,2-dioxaborolan-2-yl)-3,4-dihydro-2(1H)-isoquinolinecarboxylate (0.131 g) (for preparation see WO 2007/056710) and caesium carbonate (0.296 g) in dioxane:water (4:1, 5 ml) was added PdCl2.dppf (0.025 g). The reaction mixture was heated at 120° C. overnight. The reaction mixture was added to water and extraction was carried out with ethyl acetate. The organic layer ... Starting materials: O=C([O-])[O-], CC(C)C(N)=O, [Cs+], [Cs+], Nc1cc(NC(=O)c2c(Cl)cccc2Cl)ccn1, O=C(C=Cc1ccccc1)C=Cc1ccccc1, O=C(C=Cc1ccccc1)C=Cc1ccccc1, O=C(C=Cc1ccccc1)C=Cc1ccccc1, [Pd], [Pd], CC1(C)c2cccc(P(c3ccccc3)c3ccccc3)c2Oc2c(P(c3ccccc3)c3ccccc3)cccc21. Product: CC(C)C(=O)Nc1cc(NC(=O)c2c(Cl)cccc2Cl)ccn1. Reaction SMILES: [C:25](=[O:26])([O-:27])[O-:28].[CH3:19][CH:20]([C:21](=[O:22])[NH2:23])[CH3:24].[Cs+:29].[Cs+:30].[NH2:1][c:2]1[n:3][cH:4][cH:5][c:6]([NH:8][C:9]([c:10]2[c:11]([Cl:17])[cH:12][cH:13][cH:14][c:15]2[Cl:16])=[O:18])[cH:7]1.[O:111]=[C:112]([CH:113]=[CH:114][c:115]1[cH:116][cH:117][cH:118][cH:119][cH:120]1)[CH:121]=[CH:122][c:123]1[cH:124][cH:125][cH:126][cH:127][cH:128]1.[O:75]=[C:76]([CH:77]=[CH:78][c:79]1[cH:80][cH:81][cH:82][cH:83][cH:84]1)[CH:85]=[CH:86][c:87]1[cH:88][cH:89][cH:90][cH:91][cH:92]1.[O:93]=[C:94]([CH:95]=[CH:96][c:97]1[cH:98][cH:99][cH:100][cH:101][cH:102]1)[CH:103]=[CH:104][c:105]1[cH:106][cH:107][cH:108][cH:109][cH:110]1.[Pd:73].[Pd:74].[c:31]1([P:32]([c:33]2[cH:34][cH:35][cH:36][cH:37][cH:38]2)[c:39]2[c:40]3[c:64]([cH:65][cH:66][cH:67]2)[C:61]([CH3:62])([CH3:63])[c:43]2[c:42]([c:47]([P:48]([c:49]4[cH:50][cH:51][cH:52][cH:53][cH:54]4)[c:55]4[cH:56][cH:57][cH:58][cH:59][cH:60]4)[cH:46][cH:45][cH:44]2)[O:41]3)[cH:68][cH:69][cH:70][cH:71][cH:72]1>>[NH:1]([c:2]1[n:3][cH:4][cH:5][c:6]([NH:8][C:9]([c:10]2[c:11]([Cl:17])[cH:12][cH:13][cH:14][c:15]2[Cl:16])=[O:18])[cH:7]1)[C:21]([CH:20]([CH3:19])[CH3:24])=[O:22]. Starting materials: FCCBr, CCN(C(C)C)C(C)C, Cl, NC1CCCN(c2c(Br)cnc3[nH]cc(NC(=O)C4CC4)c23)C1, CN(C)C=O, O. The product is Cl, O=C(Nc1c[nH]c2ncc(Br)c(N3CCCC(NCCF)C3)c12)C1CC1. RXN SMILES: [Br:25][CH2:26][CH2:27][F:28].[CH:29]([N:30]([CH2:31][CH3:32])[CH:33]([CH3:34])[CH3:35])([CH3:36])[CH3:37].[ClH:1].[NH2:2][CH:3]1[CH2:4][N:5]([c:9]2[c:10]3[c:11]([n:12][cH:13][c:14]2[Br:15])[nH:16][cH:17][c:18]3[NH:19][C:20](=[O:21])[CH:22]2[CH2:23][CH2:24]2)[CH2:6][CH2:7][CH2:8]1.[O:39]=[CH:40][N:41]([CH3:42])[CH3:43].[OH2:38]>>[ClH:1].[NH:2]([CH:3]1[CH2:4][N:5]([c:9]2[c:10]3[c:11]([n:12][cH:13][c:14]2[Br:15])[nH:16][cH:17][c:18]3[NH:19][C:20](=[O:21])[CH:22]2[CH2:23][CH2:24]2)[CH2:6][CH2:7][CH2:8]1)[CH2:26][CH2:27][F:28]. The reactants are [Na] (sodium), CC(=CC#N)CCC=C(CCC=C(CCC=C(CCC=C(CCC=C(CCC=C(CCC=C(C)C)C)C)C)C)C)C (3,7,11,15,19,23,27,31-octamethyl-2,6,10, 14,18,22,26,30-dotriacontaoctaenonitrile), Cl (hydrochloric acid). Solvent: C1CCOC1 (THF), CO (methanol). Conditions: time 30 minute. Product: CC(CC#N)CCC=C(CCC=C(CCC=C(CCC=C(CCC=C(CCC=C(CCC=C(C)C)C)C)C)C)C)C (3,7,11,15,19,23,27,31-octamethyl-6,10, 14,18,22,26,30-dotriacontaheptaenonitrile). Isolated yield 75.9%. Reaction SMILES: [CH3:1][C:2]([CH2:6][CH2:7][CH:8]=[C:9]([CH3:41])[CH2:10][CH2:11][CH:12]=[C:13]([CH3:40])[CH2:14][CH2:15][CH:16]=[C:17]([CH3:39])[CH2:18][CH2:19][CH:20]=[C:21]([CH3:38])[CH2:22][CH2:23][CH:24]=[C:25]([CH3:37])[CH2:26][CH2:27][CH:28]=[C:29]([CH3:36])[CH2:30][CH2:31][CH:32]=[C:33]([CH3:35])[CH3:34])=[CH:3][C:4]#[N:5].[Na].Cl>CO.C1COCC1>[CH3:1][CH:2]([CH2:6][CH2:7][CH:8]=[C:9]([CH3:41])[CH2:10][CH2:11][CH:12]=[C:13]([CH3:40])[CH2:14][CH2:15][CH:16]=[C:17]([CH3:39])[CH2:18][CH2:19][CH:20]=[C:21]([CH3:38])[CH2:22][CH2:23][CH:24]=[C:25]([CH3:37])[CH2:26][CH2:27][CH:28]=[C:29]([CH3:36])[CH2:30][CH2:31][CH:32]=[C:33]([CH3:35])[CH3:34])[CH2:3][C:4]#[N:5] |^1:41|. Procedure details: 21 g of 3,7,11,15,19,23,27,31-octamethyl-2,6,10, 14,18,22,26,30-dotriacontaoctaenonitrile was dissolved in 250 ml of methanol and 100 ml of THF, and 24 g of metallic sodium was added. The reaction solution was stirred at room temperature for 30 minutes and was cooled with ice when foaming and heat generation were recognized. After the reaction solution was reacted for 2 hours, 500 ml of 6N hydrochloric acid was added and the reaction product was extracted by 500 ml of n-hexane. The organic layer... The reactants are CC(C)=O, CCC1=C(OCC(C)C)CC(Cc2cccc(CCNS(=O)(=O)c3ccc(Cl)cc3)c2)C1=O, Cl. Product: CCC1=C(O)CC(Cc2cccc(CCNS(=O)(=O)c3ccc(Cl)cc3)c2)C1=O. RXN SMILES: [CH3:35][C:36](=[O:37])[CH3:38].[Cl:1][c:2]1[cH:3][cH:4][c:5]([S:8](=[O:9])(=[O:10])[NH:11][CH2:12][CH2:13][c:14]2[cH:15][c:16]([CH2:20][CH:21]3[C:22](=[O:33])[C:23]([CH2:31][CH3:32])=[C:24]([O:26][CH2:27][CH:28]([CH3:29])[CH3:30])[CH2:25]3)[cH:17][cH:18][cH:19]2)[cH:6][cH:7]1.[ClH:34]>>[Cl:1][c:2]1[cH:3][cH:4][c:5]([S:8](=[O:9])(=[O:10])[NH:11][CH2:12][CH2:13][c:14]2[cH:15][c:16]([CH2:20][CH:21]3[C:22](=[O:33])[C:23]([CH2:31][CH3:32])=[C:24]([OH:26])[CH2:25]3)[cH:17][cH:18][cH:19]2)[cH:6][cH:7]1.